From a dataset of the Open Reaction Database (ORD), a public repository of structured organic reaction records. describe an organic reaction: reactants, conditions, products, and yield Starting materials: S(=O)(=O)(C)O[C@H]1C[C@H](O[C@H]1CO[Si](C)(C)C(C)(C)C)N1C(=O)N=C(N)C(=C1)F (1-(2-Deoxy-3-O-mesyl-5-O-t-butyl dimethylsily-β-L-threo-pento furanosyl)-5-fluorocytosine), [N-]=[N+]=[N-].[Li+] (lithium azide), CO (methanol). Solvent: CN(C=O)C (dimethylformamide). Reaction conditions: temperature 100 celsius, time 2.5 hour. Yields the product N(=[N+]=[N-])[C@@H]1C[C@H](O[C@H]1CO[Si](C)(C)C(C)(C)C)N1C(=O)N=C(N)C(=C1)F (1-(2,3-Dideoxy-3-azido-5-O-t-butyl dimethylsily-β-L-erythro-pento furanosyl)-5-fluorocytosine). Isolated yield 72.0%. RXN SMILES: S(O[C@@H:6]1[C@H:10]([CH2:11][O:12][Si:13]([C:16]([CH3:19])([CH3:18])[CH3:17])([CH3:15])[CH3:14])[O:9][C@H:8]([N:20]2[CH:27]=[C:26]([F:28])[C:24]([NH2:25])=[N:23][C:21]2=[O:22])[CH2:7]1)(C)(=O)=O.[N-:29]=[N+:30]=[N-:31].[Li+].CO>CN(C)C=O>[N:29]([C@H:6]1[C@H:10]([CH2:11][O:12][Si:13]([C:16]([CH3:19])([CH3:18])[CH3:17])([CH3:15])[CH3:14])[O:9][C@H:8]([N:20]2[CH:27]=[C:26]([F:28])[C:24]([NH2:25])=[N:23][C:21]2=[O:22])[CH2:7]1)=[N+:30]=[N-:31] |f:1.2|. Reported procedure: To a solution of 9 (520 mg, 1.19 mmol) in anhydrous dimethylformamide (12 mL) was added lithium azide moistened with 10% methanol (300 mg, 5.31 mmol). The reaction mixture was stirred at 100° C. during 2.5 h, and then cooled to room temperature, poured onto ice/water (200 mL) and extracted with chloroform (3×100 mL). Combined extracts were washed with saturated aqueous sodium hydrogen carbonate solution (2×100 mL), with water (5×100 mL), and then dried over sodium sulphate and evaporated under r... Starting materials: [C-]#N, OCc1ccco1, CN(C)C=O, CC(=O)C=Cc1ccccc1, [Na+], O. Product: CC(=O)CC(C(=O)c1ccco1)c1ccccc1. As a reaction SMILES: [C-:13]#[N:14].[CH2:1]([c:2]1[cH:3][cH:4][cH:5][o:6]1)[OH:7].[CH3:8][N:9]([CH3:10])[CH:11]=[O:12].[CH:16]([c:17]1[cH:18][cH:19][cH:20][cH:21][cH:22]1)=[CH:23][C:24]([CH3:25])=[O:26].[Na+:15].[OH2:27]>>[C:1]([c:2]1[cH:3][cH:4][cH:5][o:6]1)(=[O:7])[CH:16]([c:17]1[cH:18][cH:19][cH:20][cH:21][cH:22]1)[CH2:23][C:24]([CH3:25])=[O:26].